Dataset: the Open Reaction Database (ORD), a public repository of structured organic reaction records. Task: describe an organic reaction: reactants, conditions, products, and yield Starting materials: ICCCCC (iodopentane), ICCCCC (iodopentane), [H-].[Na+] (sodium hydride), oily suspension, [H-].[Na+] (sodium hydride), ice water, O=C1NC2=C(C(=NC1)C1=CC=CC=C1)C=CC=C2 (2-oxo-5-phenyl-2,3-dihydro-1H-1,4-benzodiazepine). Run in ClCCl (dichloromethane), O1CCCC1 (tetrahydrofuran). Product: O=C1N(C2=C(C(=NC1)C1=CC=CC=C1)C=CC=C2)CCCCC (2-oxo-1-n-pentyl-5-phenyl-2,3-dihydro-1H-1,4-benzodiazepine). Isolated yield 47.8%. Reaction SMILES: [O:1]=[C:2]1[CH2:8][N:7]=[C:6]([C:9]2[CH:14]=[CH:13][CH:12]=[CH:11][CH:10]=2)[C:5]2[CH:15]=[CH:16][CH:17]=[CH:18][C:4]=2[NH:3]1.[H-].[Na+].I[CH2:22][CH2:23][CH2:24][CH2:25][CH3:26]>O1CCCC1.ClCCl>[O:1]=[C:2]1[CH2:8][N:7]=[C:6]([C:9]2[CH:14]=[CH:13][CH:12]=[CH:11][CH:10]=2)[C:5]2[CH:15]=[CH:16][CH:17]=[CH:18][C:4]=2[N:3]1[CH2:22][CH2:23][CH2:24][CH2:25][CH3:26] |f:1.2|. Procedure details: 10 g of 2-oxo-5-phenyl-2,3-dihydro-1H-1,4-benzodiazepine were dissolved in 100 ml of tetrahydrofuran under a nitrogen atmosphere. 1.4 g of sodium hydride in the form of an 80% oily suspension were added in portions to the solution under the nitrogen atmosphere, and the reaction mixture was heated to reflux for 30 minutes. 9.2 g (=5.5 ml) of iodopentane were slowly added dropwise, the mixture was heated to reflux for a further 1.5 hours and then another 0.3 g of sodium hydride in the form of an o... Starting materials: N1(CCCC1)C=1SC(=C(N1)N)C#N (2-pyrrolidino-4-amino-5-cyanothiazole), S (hydrogen sulfide), CN(C=O)C (dimethylformamide). Solvent: C(C)N(CC)CC (triethylamine). The product is N1(CCCC1)C=1SC(=C(N1)N)C(N)=S (2-pyrrolidino-4-amino-5-thiocarbamoyl-thiazole). The yield is 53.0%. Reaction SMILES: [N:1]1([C:6]2[S:7][C:8]([C:12]#[N:13])=[C:9]([NH2:11])[N:10]=2)[CH2:5][CH2:4][CH2:3][CH2:2]1.[SH2:14].CN(C)C=O>C(N(CC)CC)C>[N:1]1([C:6]2[S:7][C:8]([C:12](=[S:14])[NH2:13])=[C:9]([NH2:11])[N:10]=2)[CH2:5][CH2:4][CH2:3][CH2:2]1. Procedure details: 25 parts of 2-pyrrolidino-4-amino-5-cyanothiazole are reacted with 8 parts of hydrogen sulfide in 150 parts of dimethylformamide and 2 parts of triethylamine, by the method described in Example 1(a). 15.6 parts of 2-pyrrolidino-4-amino-5-thiocarbamoyl-thiazole (53% of theory) of melting point 264°-265° C. are obtained. Starting materials: [OH-].[Na+] (Sodium hydroxide), ClC=1C=C(C=CC1OC(C)C)C1=NC(=NO1)C=1C=CC=C2C(=CN(C12)CCC)CCC(=O)OCCC (Propyl 3-[7-(5-{3-chloro-4-[(1-methylethyl)oxy]phenyl}-1,2,4-oxadiazol-3-yl)-1-propyl-1H-indol-3-yl]propanoate), Cl (HCl). Run in C1CCOC1 (THF), C(C)(C)O (isopropanol), O (water). Run at time 8 hour. The product is ClC=1C=C(C=CC1OC(C)C)C1=NC(=NO1)C=1C=CC=C2C(=CN(C12)CCC)CCC(=O)O (3-[7-(5-{3-chloro-4-[(1-methylethyl)oxy]phenyl}-1,2,4-oxadiazol-3-yl)-1-propyl-1H-indol-3-yl]propanoic acid). Yield: 64.3%. Reaction SMILES: [OH-].[Na+].[Cl:3][C:4]1[CH:5]=[C:6]([C:14]2[O:18][N:17]=[C:16]([C:19]3[CH:20]=[CH:21][CH:22]=[C:23]4[C:27]=3[N:26]([CH2:28][CH2:29][CH3:30])[CH:25]=[C:24]4[CH2:31][CH2:32][C:33]([O:35]CCC)=[O:34])[N:15]=2)[CH:7]=[CH:8][C:9]=1[O:10][CH:11]([CH3:13])[CH3:12].Cl>C1COCC1.C(O)(C)C.O>[Cl:3][C:4]1[CH:5]=[C:6]([C:14]2[O:18][N:17]=[C:16]([C:19]3[CH:20]=[CH:21][CH:22]=[C:23]4[C:27]=3[N:26]([CH2:28][CH2:29][CH3:30])[CH:25]=[C:24]4[CH2:31][CH2:32][C:33]([OH:35])=[O:34])[N:15]=2)[CH:7]=[CH:8][C:9]=1[O:10][CH:11]([CH3:13])[CH3:12] |f:0.1|. Procedure: Sodium hydroxide (130 mg) was added to a solution of propyl 3-[7-(5-{3-chloro-4-[(1-methylethyl)oxy]phenyl}-1,2,4-oxadiazol-3-yl)-1-propyl-1H-indol-3-yl]propanoate (D121) (166 mg) in THF (5 mL), isopropanol (4 mL) and water (2 mL). The reaction mixture was stirred at room temperature overnight. The mixture was neutralized with 2 M HCl till pH ˜6.0. The solvent was concentrated, and the residue was dissolved in water. The precipitated solid was purified by Mass Directed Auto Prep to afford 3-[7-(... The reactants are ice water, C(C)(=O)Cl (acetyl chloride), ClC=1C=CC2=C(C(SCCCN2)C)C1 (8-chloro-1,3,4,6-tetrahydro-6-methyl-2H-5,1-benzothiazocine), C([O-])([O-])=O.[K+].[K+] (potassium carbonate). The solvent is CC(=O)C (acetone). Conditions: time 30 minute. Yields the product C(C)(=O)N1CCCSC(C2=C1C=CC(=C2)Cl)C (1-acetyl-8-chloro-1,3,4,6-tetrahydro-6-methyl-2H-5,1-benzothiazocine). Isolated yield 37.0%. Reaction SMILES: [C:1](Cl)(=[O:3])[CH3:2].[Cl:5][C:6]1[CH:7]=[CH:8][C:9]2[NH:16][CH2:15][CH2:14][CH2:13][S:12][CH:11]([CH3:17])[C:10]=2[CH:18]=1.C(=O)([O-])[O-].[K+].[K+]>CC(C)=O>[C:1]([N:16]1[C:9]2[CH:8]=[CH:7][C:6]([Cl:5])=[CH:18][C:10]=2[CH:11]([CH3:17])[S:12][CH2:13][CH2:14][CH2:15]1)(=[O:3])[CH3:2] |f:2.3.4|. Procedure details: 4 g of acetyl chloride were added dropwise to a suspension of 11.4 g of 8-chloro-1,3,4,6-tetrahydro-6-methyl-2H-5,1-benzothiazocine and 10 g of potassium carbonate in 100 ml of acetone, whilst keeping the temperature of the mixture below 10° C. The mixture was stirred for 30 minutes, after which it was poured into ice-water and extracted with chloroform. The solvent was evaporated from the extract and the residue was recrystallized from a 3:2 by volume mixture of methylene chloride and n-hexane ... Starting materials: C(C)(=O)OC(CC1=CC=CC=C1)Cl (1-Chloro-2-phenylethyl acetate), C(C)(=O)OC(CC1=CC=CC=C1)Cl (1-Chloro-2-phenylethyl acetate), C(C)(=O)NC=1C(=C(C(=C(C1I)C(=O)[O-])I)N(C)C(C)=O)I.[K+] (potassium 5-(N-acetylamino)-3-(N-acetyl-N-methylamino)-2,4,6-triiodobenzenecarboxylate), [I-].[Na+] (sodium iodide). The solvent is CN(C)C=O (DMF), CN(C)C=O (DMF). Conditions: time 21 hour. The product is C(C)(=O)NC=1C(=C(C(=C(C1I)C(=O)OC(CC1=CC=CC=C1)OC(C)=O)I)N(C)C(C)=O)I (1-Acetyloxy-2-phenylethyl 5-(N-acetylamino)-3-(N-acetyl-N-methylamino)-2,4,6-triiodobenzenecarboxylate). Reaction SMILES: [C:1]([O:4][CH:5](Cl)[CH2:6][C:7]1[CH:12]=[CH:11][CH:10]=[CH:9][CH:8]=1)(=[O:3])[CH3:2].[C:14]([NH:17][C:18]1[C:19]([I:34])=[C:20]([N:29]([C:31](=[O:33])[CH3:32])[CH3:30])[C:21]([I:28])=[C:22]([C:25]([O-:27])=[O:26])[C:23]=1[I:24])(=[O:16])[CH3:15].[K+].[I-].[Na+]>CN(C=O)C>[C:14]([NH:17][C:18]1[C:19]([I:34])=[C:20]([N:29]([C:31](=[O:33])[CH3:32])[CH3:30])[C:21]([I:28])=[C:22]([C:25]([O:27][CH:5]([O:4][C:1](=[O:3])[CH3:2])[CH2:6][C:7]2[CH:12]=[CH:11][CH:10]=[CH:9][CH:8]=2)=[O:26])[C:23]=1[I:24])(=[O:16])[CH3:15] |f:1.2,3.4|. Reported procedure: 1-Chloro-2-phenylethyl acetate (Intermediate 9) (4.20 g, 21.1 mmol) in dry DMF (25 ml) is added dropwise at 50° C. to a solution of potassium 5-(N-acetylamino)-3-(N-acetyl-N-methylamino)-2,4,6-triiodobenzenecarboxylate (15.5 g, 23.2 mmol) and sodium iodide (158 mg, 1.0 mmol) in dry DMF (300 ml). The precipitate is removed by filtration after stirring for 21 hours and the solvent is removed at reduced pressure. The residue is dissolved in chloroform (200 ml) and washed four times with a saturated... Reactants: [OH-].[Na+] (sodium hydroxide), ClC1=C(C(=CC=C1Cl)[N+](=O)[O-])OC1=CC=CC=C1 (2,3-dichloro-6-nitro-1-phenoxy-benzene), ClC1=C(C=C(C(=C1)Cl)Cl)O (2,4,5-trichloro-phenol), [OH-].[Na+] (sodium hydroxide). Run in CS(=O)C (dimethylsulfoxide). Conditions: temperature 100 celsius, time 6 hour. Yields the product ClC1=C(C=CC(=C1OC1=CC=CC=C1)[N+](=O)[O-])OC1=C(C=C(C(=C1)Cl)Cl)Cl (2-Chloro-4-nitro-3-phenoxy-1-(2,4,5-trichloro-phenoxy)benzene). RXN SMILES: [Cl:1][C:2]1[C:7](Cl)=[CH:6][CH:5]=[C:4]([N+:9]([O-:11])=[O:10])[C:3]=1[O:12][C:13]1[CH:18]=[CH:17][CH:16]=[CH:15][CH:14]=1.[Cl:19][C:20]1[CH:25]=[C:24]([Cl:26])[C:23]([Cl:27])=[CH:22][C:21]=1[OH:28].[OH-].[Na+]>CS(C)=O>[Cl:1][C:2]1[C:3]([O:12][C:13]2[CH:18]=[CH:17][CH:16]=[CH:15][CH:14]=2)=[C:4]([N+:9]([O-:11])=[O:10])[CH:5]=[CH:6][C:7]=1[O:28][C:21]1[CH:22]=[C:23]([Cl:27])[C:24]([Cl:26])=[CH:25][C:20]=1[Cl:19] |f:2.3|. Reported procedure: A mixture of 28.4 gm of 2,3-dichloro-6-nitro-1-phenoxy-benzene, 21.6 gm of 2,4,5-trichloro-phenol, 10 ml of 10 N sodium hydroxide and 80 ml of dimethylsulfoxide was stirred for 6 hours at 100° C. Thereafter, the reaction mixture was admixed with 600 ml of 1 N sodium hydroxide, and the precipitated product was collected by suction filtration and recrystallized from 150 ml of ethanol. 31 gm (77.4% of theory) of the title compound, m.p. 112° C., were obtained. An additional amount of the product (a... The reactants are OC=1C=C(C(=O)OC)C=CC1 (methyl 3-hydroxybenzoate), ClC(C#C)(C)C (3-chloro-3-methylbut-1-yne), O (water), N12CCCCCC2=NCCC1 (1,8-Diazabicyclo[5.4.0]undec-7-ene). The reagents and catalysts are [Cu](Cl)Cl (copper (II) chloride). The solvent is C(C)#N (acetonitrile). Conditions: time 15 minute. The product is CC(C#C)(C)OC=1C=C(C(=O)OC)C=CC1 (methyl 3-[(1,1-dimethylprop-2-yn-1-yl)oxy]benzoate). The yield is 27.9%. As a reaction SMILES: [OH:1][C:2]1[CH:3]=[C:4]([CH:9]=[CH:10][CH:11]=1)[C:5]([O:7][CH3:8])=[O:6].Cl[C:13]([CH3:17])([CH3:16])[C:14]#[CH:15].N12CCCN=C1CCCCC2.O>C(#N)C.[Cu](Cl)Cl>[CH3:16][C:13]([O:1][C:2]1[CH:3]=[C:4]([CH:9]=[CH:10][CH:11]=1)[C:5]([O:7][CH3:8])=[O:6])([CH3:17])[C:14]#[CH:15]. Procedure: To a solution of methyl 3-hydroxybenzoate (10.0 g, 65.7 mmol) in acetonitrile (200 mL) were added 3-chloro-3-methylbut-1-yne (20.0 g, 195 mmol) and copper (II) chloride (88 mg, 0.654 mmol) under ice-cooling, and the mixture was stirred for 15 min under ice-cooling. 1,8-Diazabicyclo[5.4.0]undec-7-ene (10 mL, 70.0 mmol) was added under ice-cooling, and the mixture was stirred at room temperature for 2 hr. The reaction mixture was poured into water (300 mL), and the mixture was extracted with ethyl... Starting materials: C(C)(C)(C)OC(=O)N1CCC(CC1)(C(N)=S)C (4-methyl-4-thiocarbamoyl-piperidine-1-carboxylic acid tert-butyl ester), BrCC(C(=O)OCC)=O (ethyl bromopyruvate). The solvent is CCO (EtOH). Reaction conditions: time 8 hour. The product is C(C)(C)(C)OC(=O)N1CCC(CC1)(C)C=1SC=C(N1)C(=O)OCC (4-(4-Ethoxycarbonyl-thiazol-2-yl)-4-methyl-piperidine-1-carboxylic acid tert-butyl ester). Reaction SMILES: [C:1]([O:5][C:6]([N:8]1[CH2:13][CH2:12][C:11]([CH3:17])([C:14](=[S:16])[NH2:15])[CH2:10][CH2:9]1)=[O:7])([CH3:4])([CH3:3])[CH3:2].Br[CH2:19][C:20](=O)[C:21]([O:23][CH2:24][CH3:25])=[O:22]>CCO>[C:1]([O:5][C:6]([N:8]1[CH2:13][CH2:12][C:11]([C:14]2[S:16][CH:19]=[C:20]([C:21]([O:23][CH2:24][CH3:25])=[O:22])[N:15]=2)([CH3:17])[CH2:10][CH2:9]1)=[O:7])([CH3:4])([CH3:2])[CH3:3]. Procedure details: To a solution of 4-methyl-4-thiocarbamoyl-piperidine-1-carboxylic acid tert-butyl ester (1 g, 4 mmol) in EtOH (10 mL) was added ethyl bromopyruvate (0.78 g, 4 mmol) at room temperature. The mixture was heated to refluxing for 3 hours. After cooling to room temperature, the solvent was removed in vacuo. The residue was dissolved in methylene chloride (15 mL), Et3N (1 mL) and di-tert-butyl dicarbonate (1.3 g) were added to the solution. The mixture was stirred at room temperature overnight. The mi... The reactants are C1(CCCCC1)[Mg]Cl (Cyclohexylmagnesium chloride), C(C1=CC=CC=C1)(=O)C(=O)OCC (ethyl benzoylformate). Solvent: C1CCOC1 (THF), C1CCOC1 (THF), C1CCOC1 (THF). Conditions: temperature 0 celsius, time 15 minute. The product is C1(CCCCC1)C(C(=O)O)(C1=CC=CC=C1)O (Cyclohexyl-hydroxy-phenylacetic acid). The yield is 80.4%. Reaction SMILES: [CH:1]1([Mg]Cl)[CH2:6][CH2:5][CH2:4][CH2:3][CH2:2]1.[C:9]([C:17]([O:19]CC)=[O:18])(=[O:16])[C:10]1[CH:15]=[CH:14][CH:13]=[CH:12][CH:11]=1>C1COCC1>[CH:1]1([C:9]([OH:16])([C:10]2[CH:11]=[CH:12][CH:13]=[CH:14][CH:15]=2)[C:17]([OH:19])=[O:18])[CH2:6][CH2:5][CH2:4][CH2:3][CH2:2]1. Procedure: A 250 mL round-bottom flask was charged with anhydrous THF (120 mL) at room temperature and then cooled to 0° C. with water/ice bath. Cyclohexylmagnesium chloride solution (2.0 M in ethyl ether) (56 mL, 112 mmol) was added. A solution of ethyl benzoylformate (14.89 g, 79.41 mmol) in THF (20 mL) was added dropwise over 30 minutes. More of THF (10 mL) was added to wash the addition funnel. The resulting mixture was stirred at 0° C. for 15 minutes, and then at room temperature for three hours. The ... Product: O=C1N(N=C2C1=CNC=C2C(=O)O)C2=CC=CC=C2 (3,5-Dihydro-3-oxo-2-phenyl-2H-pyrazolo[4,3-c]pyridine-7-carboxylic acid). Reaction conditions: time 3.25 hour. Reported procedure: A mixture of 3,5-dihydro-3-oxo-2-phenyl-2H-pyrazolo[4,3-c]pyridine-7-carboxylic acid ethyl ester (0.9522 g, 3.36 mmol) in 1N aqueous NaOH (16 ml, 16.0 mmol) was stirred at room temperature for 3.25 h. The mixture was filtered, and the filtrate was neutralised to pH 5 by the addition of 5N aqueous HCl (3 ml). The resulting solid was collected by filtration, washed with water, then hexane, and dried under vacuum at 70° C. to leave 0.6498 g (76%) of the title compound as an orange solid; mp 287-302... Reaction SMILES: C([O:3][C:4]([C:6]1[C:7]2[C:8]([C:12](=[O:21])[N:13]([C:15]3[CH:20]=[CH:19][CH:18]=[CH:17][CH:16]=3)[N:14]=2)=[CH:9][NH:10][CH:11]=1)=[O:5])C.[OH-].[Na+]>>[O:21]=[C:12]1[C:8]2=[CH:9][NH:10][CH:11]=[C:6]([C:4]([OH:5])=[O:3])[C:7]2=[N:14][N:13]1[C:15]1[CH:20]=[CH:19][CH:18]=[CH:17][CH:16]=1 |f:1.2|. Reactants: C(C)OC(=O)C=1C=2C(=CNC1)C(N(N2)C2=CC=CC=C2)=O (3,5-dihydro-3-oxo-2-phenyl-2H-pyrazolo[4,3-c]pyridine-7-carboxylic acid ethyl ester), [OH-].[Na+] (NaOH). Isolated yield 75.8%.